Dataset: the Open Reaction Database (ORD), a public repository of structured organic reaction records. Task: describe an organic reaction: reactants, conditions, products, and yield The reactants are O=C(NCC=1C=CC=CC1C(F)(F)F)C(F)(F)F. The reagents and catalysts are O1B(OC(C)(C)C1(C)C)B2OC(C)(C)C(O2)(C)C, O=S(=O)([O-])CC=1C=NC(=CC1)C2=NC=C(C=C2)C.CCCC[N+](CCCC)(CCCC)CCCC, C[OH2+].C[OH2+].C1CC=CCCC=C1.C1CC=CCCC=C1.[Ir].[Ir]. The solvent is O1CCCC1. Run at temperature 25 celsius, time 20 hour. Yields the product O=C(NCC1=CC(=CC=C1C(F)(F)F)B2OC(C)(C)C(O2)(C)C)C(F)(F)F, O=C(NCC1=CC=C(C=C1C(F)(F)F)B2OC(C)(C)C(O2)(C)C)C(F)(F)F. Yield: 6.0%. Procedure: Following general procedure F using 2,2,2‐trifluoro‐N‐(2‐(trifluoromethyl)benzyl)acetamide (67.8 mg, 0.25 mmol), B2pin2 (127 mg, 0.50 mmol), [Ir(COD)OMe]2 (2.5 mg, 0.00375 mmol) and 1a (3.8 mg, 0.0075 mmol) in THF (1.25 mL). The reaction was stirred at rt for 20 hours before cooling and the solvents removed. Analysis of crude 1 H NMR using internal standard 1,2‐dimethoxyethane showed 13.1:1 meta:para borylation in 99% yield. The crude product was purified by silica gel chromatography (Pet. Ether...